Dataset: the Open Reaction Database (ORD), a public repository of structured organic reaction records. Task: describe an organic reaction: reactants, conditions, products, and yield Reactants: [BH4-].[Na+] (sodium borohydride), O=C(CC[C@H]1[C@H](CN(CC1)CCSC1CCCC1)CC(=O)OC)C1=CC=NC2=CC=C(C=C12)OC (methyl (3R,4R)-4-[3-oxo-3-(6-methoxyquinolin-4-yl)propyl]-1-[2-(cyclopentylthio)ethyl]piperidine-3-acetate), O (water). Reagents/catalysts: [OH-].[Na+] (sodium hydroxide). Run in CO (methanol). The product is OC(CC[C@H]1[C@H](CN(CC1)CCSC1CCCC1)CC(=O)OC)C1=CC=NC2=CC=C(C=C12)OC (methyl (3R,4R)-4-[3-(R,S)-hydroxy-3-(6-methoxyquinolin4-yl)propyl]-1-[2-(cyclopentylthio)ethyl]piperidine-3-acetate). The yield is 83.7%. RXN SMILES: [BH4-].[Na+].[O:3]=[C:4]([C:26]1[C:35]2[C:30](=[CH:31][CH:32]=[C:33]([O:36][CH3:37])[CH:34]=2)[N:29]=[CH:28][CH:27]=1)[CH2:5][CH2:6][C@@H:7]1[CH2:12][CH2:11][N:10]([CH2:13][CH2:14][S:15][CH:16]2[CH2:20][CH2:19][CH2:18][CH2:17]2)[CH2:9][C@@H:8]1[CH2:21][C:22]([O:24][CH3:25])=[O:23].O>CO.[OH-].[Na+]>[OH:3][CH:4]([C:26]1[C:35]2[C:30](=[CH:31][CH:32]=[C:33]([O:36][CH3:37])[CH:34]=2)[N:29]=[CH:28][CH:27]=1)[CH2:5][CH2:6][C@@H:7]1[CH2:12][CH2:11][N:10]([CH2:13][CH2:14][S:15][CH:16]2[CH2:20][CH2:19][CH2:18][CH2:17]2)[CH2:9][C@@H:8]1[CH2:21][C:22]([O:24][CH3:25])=[O:23] |f:0.1,5.6|. Procedure: 0.227 g of sodium borohydride was added portionwise over approximately 30 minutes at a temperature of less than 30° C., with stirring and under an inert atmosphere, to a mixture of 2.5 g of methyl (3R,4R)-4-[3-oxo-3-(6-methoxyquinolin-4-yl)propyl]-1-[2-(cyclopentylthio)ethyl]piperidine-3-acetate in 40 cm3 of methanol to which had been added one drop of 5N aqueous sodium hydroxide solution. After stirring the reaction mixture for 3 hours at a temperature in the region of 20° C., 100 cm3 of water ... Reactants: N1(CCC(CC1)C(=O)OCC)C(=O)OC(C)(C)C (1-tert-butyl 4-ethyl piperidine-1,4-dicarboxylate), C(C1=CC=CC=C1)Br (benzyl bromide), C(C)(C)N(CC)C(C)C (Diisopropyl ethylamine), N-butyl lithium. Run in C1CCOC1 (THF), C1CCOC1 (THF). Run at temperature -75 celsius, time 30 minute. Product: C(C1=CC=CC=C1)C1(CCN(CC1)C(=O)OC(C)(C)C)C(=O)OCC (1-tert-butyl 4-ethyl 4-benzylpiperidine-1,4-dicarboxylate). Reaction SMILES: C(N(C(C)C)CC)(C)C.[N:10]1([C:21]([O:23][C:24]([CH3:27])([CH3:26])[CH3:25])=[O:22])[CH2:15][CH2:14][CH:13]([C:16]([O:18][CH2:19][CH3:20])=[O:17])[CH2:12][CH2:11]1.[CH2:28](Br)[C:29]1[CH:34]=[CH:33][CH:32]=[CH:31][CH:30]=1>C1COCC1>[CH2:28]([C:13]1([C:16]([O:18][CH2:19][CH3:20])=[O:17])[CH2:12][CH2:11][N:10]([C:21]([O:23][C:24]([CH3:26])([CH3:25])[CH3:27])=[O:22])[CH2:15][CH2:14]1)[C:29]1[CH:34]=[CH:33][CH:32]=[CH:31][CH:30]=1. Procedure: Diisopropyl ethylamine (6.5 ml) in dry THF (25 ml) cooled the contents to about −10° C. then N-butyl lithium (1.6 M, 23 ml) was added drop wise under nitrogen atmosphere and maintain the same temperature for about 45 minutes and cooled to about −75° C. for about 15 minutes then 1-tert-butyl 4-ethyl piperidine-1,4-dicarboxylate (step 1, 5 g) in THF (30 ml) was added and stirred for about 30 minutes then increase the reaction temperature to −35° C. and stirred for about 45 minutes and again cooled... Reactants: CCO, O=[N+]([O-])c1ccc(F)c(-c2ccnc(Cl)n2)c1, [H][H], O=[Pt]=O. Product: Nc1ccc(F)c(-c2ccnc(Cl)n2)c1. As a reaction SMILES: [CH3:20][CH2:21][OH:22].[Cl:1][c:2]1[n:3][cH:4][cH:5][c:6](-[c:8]2[c:9]([F:17])[cH:10][cH:11][c:12]([N+:14]([O-:15])=[O:16])[cH:13]2)[n:7]1.[H:18][H:19].[Pt:23](=[O:24])=[O:25]>>[Cl:1][c:2]1[n:3][cH:4][cH:5][c:6](-[c:8]2[c:9]([F:17])[cH:10][cH:11][c:12]([NH2:14])[cH:13]2)[n:7]1. Solvent: O (Water), C(C)OCC (diethyl ether), C1CCCCC1 (cyclohexane), C(C)OCC (diethyl ether). The product is C(C)(C)N(C(OC(CC1=C(C=CC=C1)F)C)=O)C(C)C (2-(2-fluorophenyl)-1-methylethyl Diisopropylcarbamate). Reaction conditions: time 15 minute. The reactants are Cl (HCl), CI (methyl iodide), C1CCN2C[C@@H]3C[C@H]([C@H]2C1)CN4[C@H]3CCCC4 ((−)-Sparteine), solution, C(C)(CC)[Li] (s-butyllithium), C(C)(C)N(C(OCCC1=C(C=CC=C1)F)=O)C(C)C (2-(2-fluorophenyl)ethyl diisopropylcarbamate). Isolated yield 45.3%. Reaction SMILES: [CH2:1]1C[C@H]2N(C[C@H]3[C@@H]4CCCCN4C[C@@H]2C3)CC1.C([Li])(CC)C.[CH:23]([N:26]([CH:39]([CH3:41])[CH3:40])[C:27](=[O:38])[O:28][CH2:29][CH2:30][C:31]1[CH:36]=[CH:35][CH:34]=[CH:33][C:32]=1[F:37])([CH3:25])[CH3:24].CI.Cl>C(OCC)C.C1CCCCC1.O>[CH:39]([N:26]([CH:23]([CH3:24])[CH3:25])[C:27](=[O:38])[O:28][CH:29]([CH3:1])[CH2:30][C:31]1[CH:36]=[CH:35][CH:34]=[CH:33][C:32]=1[F:37])([CH3:41])[CH3:40]. Procedure details: Under a nitrogen atmosphere, a solution of 14.1 g (60.2 mmol) of (−)-Sparteine in 75 ml of diethyl ether was cooled to −78° C. and a 1.0M solution of 60.2 ml (60.2 mmol) of s-butyllithium in cyclohexane was added dropwise. The reaction mixture was stirred for 15 min and then added to a solution of 10 g (40.1 mmol) of 2-(2-fluorophenyl)ethyl diisopropylcarbamate in diethyl ether at −78° C. After stirring for 4 hr, methyl iodide was added, followed by stirring for 2 hr. Water was added and the res... The reactants are NC1CCC(CC1)C(=O)O (4-aminocyclohexane carboxylic acid), tBoc anhydride, C(C)(=O)OCC (ethyl acetate), C(CC(O)(C(=O)O)CC(=O)O)(=O)O (citric acid). Run in [OH-].[Na+] (NaOH), O1CCOCC1 (dioxane), C(C)#N (acetonitrile). Run at time 20 hour. Yields the product C(C)(C)(C)OC(=O)NC1CCC(CC1)C(=O)O (4-(t-butoxycarbonylamino)cyclohexane carboxylic acid). Yield: 125.0%. RXN SMILES: [NH2:1][CH:2]1[CH2:7][CH2:6][CH:5]([C:8]([OH:10])=[O:9])[CH2:4][CH2:3]1.[C:11](OCC)(=[O:13])C.C(O)(=O)[CH2:18][C:19]([CH2:24]C(O)=O)([C:21](O)=O)[OH:20]>[OH-].[Na+].O1CCOCC1.C(#N)C>[C:19]([O:20][C:11]([NH:1][CH:2]1[CH2:7][CH2:6][CH:5]([C:8]([OH:10])=[O:9])[CH2:4][CH2:3]1)=[O:13])([CH3:18])([CH3:21])[CH3:24] |f:3.4|. Reported procedure: To a solution of 2.86 g (20 mmol) of 4-aminocyclohexane carboxylic acid in 40 mL of 0.5M aqueous NaOH solution, 20 mL of dioxane and 4 mL of acetonitrile was added a total of 6.5 g (30 mmol) of tBoc anhydride at room temperature. After 20 h, 100 mL of ethyl acetate and 100 mL of 10% aqueous citric acid solution were introduced. The aqueous layer which formed was separated and extracted with three-50 mL portions of ethyl acetate. The organic phases were combined, dried (sodium sulfate) and concen... Starting materials: [C@@H]1([C@H](O)[C@@H](O)[C@@H](O)[C@H](O1)CO)O[C@@H]1[C@H]([C@@H](OC2=CC=C(C=C2)[N+](=O)[O-])O[C@@H]([C@@H]1O)CO)O (p-nitrophenyl 3-O-β-galactopyranosyl-α-D-galactopyranoside), O[C@@H]1[C@H](O)[C@@H](O)[C@@H](O)[C@H](O1)CO (αGal), [C@@H]1([C@H](O)[C@@H](O)[C@@H](O)[C@H](O1)CO)O[C@@H]1[C@H]([C@@H](OC2=CC=C(C=C2)N)O[C@@H]([C@@H]1O)CO)O (p-aminophenyl 3-O-β-D-galactopyranosyl-α-D-galactopyranoside). The reagents and catalysts are [Pd] (Pd/C). The solvent is CO (methanol). Run at time 8 hour. The product is [C@H]1([C@H](O)[C@@H](O)[C@@H](O)[C@H](O1)CO)O[C@@H]1[C@H]([C@@H](OC2=CC=C(C=C2)[N+](=O)[O-])O[C@@H]([C@@H]1O)CO)O (p-Nitrophenyl 3-O-α-D-galactopyranosyl-α-D-galactopyranoside). RXN SMILES: O[C@H]1O[C@H](CO)[C@H](O)[C@H](O)[C@H]1O.[C@@H]1(O[C@H]2[C@@H](O)[C@@H](CO)O[C@H](OC3C=CC(N)=CC=3)[C@@H]2O)O[C@H](CO)[C@H](O)[C@H](O)[C@H]1O.[C@@H:43]1([O:54][C@H:55]2[C@@H:70]([OH:71])[C@@H:69]([CH2:72][OH:73])[O:68][C@H:57]([O:58][C:59]3[CH:64]=[CH:63][C:62]([N+:65]([O-:67])=[O:66])=[CH:61][CH:60]=3)[C@@H:56]2[OH:74])[O:51][C@H:50]([CH2:52][OH:53])[C@H:48]([OH:49])[C@H:46]([OH:47])[C@H:44]1[OH:45]>CO.[Pd]>[C@H:43]1([O:54][C@H:55]2[C@@H:70]([OH:71])[C@@H:69]([CH2:72][OH:73])[O:68][C@H:57]([O:58][C:59]3[CH:64]=[CH:63][C:62]([N+:65]([O-:67])=[O:66])=[CH:61][CH:60]=3)[C@@H:56]2[OH:74])[O:51][C@H:50]([CH2:52][OH:53])[C@H:48]([OH:49])[C@H:46]([OH:47])[C@H:44]1[OH:45]. Procedure details: A reaction scheme illustrating the chemoenzymatic synthesis of the αGal epitope, p-aminophenyl 3-O-β-D-galactopyranosyl-α-D-galactopyranoside (22) is shown in FIG. 3. p-Nitrophenyl 3-O-α-D-galactopyranosyl-α-D-galactopyranoside (compound 21) was prepared enzymatically as described by Nilsson (Tetrahedron Lett. (1997) 38:133-136). A mixture of p-nitrophenyl 3-O-β-galactopyranosyl-α-D-galactopyranoside (70 mg, 0.15 mmol) and 10 mg Pd/C (10%) in methanol (4 mL) was stirred under hydrogen at room te... Reactants: BrCCBr, O=C([O-])[O-], CN(C)C=O, CCOC(=O)CC(=O)Nc1ccc(Cl)cc1Cl, [K+], [K+]. Product: CCOC(=O)C1(C(=O)Nc2ccc(Cl)cc2Cl)CC1. Reaction SMILES: [Br:24][CH2:25][CH2:26][Br:27].[C:18](=[O:19])([O-:20])[O-:21].[CH3:28][N:29]([CH3:30])[CH:31]=[O:32].[Cl:1][c:2]1[c:3]([NH:9][C:10]([CH2:11][C:12](=[O:13])[O:14][CH2:15][CH3:16])=[O:17])[cH:4][cH:5][c:6]([Cl:8])[cH:7]1.[K+:22].[K+:23]>>[Cl:1][c:2]1[c:3]([NH:9][C:10]([C:11]2([C:12](=[O:13])[O:14][CH2:15][CH3:16])[CH2:25][CH2:26]2)=[O:17])[cH:4][cH:5][c:6]([Cl:8])[cH:7]1. Starting materials: N1C(=S)N=C(N)C=C1 (thiocytosine), ClCC#CCN1C(C=2C(C1=O)=CC=CC2)=O (N-(4-chlorobut-2-ynyl)phthalimide), CN(C)C=O (DMF), 5,4,0 undec-5-ene, O (water). Solvent: CCOC(=O)C (EtOAc). Run at time 2 hour. The product is NC1=NC(=NC=C1)SCC#CCN1C(C=2C(C1=O)=CC=CC2)=O (4-amino-2-(4-phthalimidobut-2- ynylthio)pyrimidine). Isolated yield 94.1%. Reaction SMILES: [NH:1]1[CH:8]=[CH:7][C:5]([NH2:6])=[N:4][C:2]1=[S:3].Cl[CH2:10][C:11]#[C:12][CH2:13][N:14]1[C:18](=[O:19])[C:17]2=[CH:20][CH:21]=[CH:22][CH:23]=[C:16]2[C:15]1=[O:24].CN(C=O)C.O>CCOC(C)=O>[NH2:6][C:5]1[CH:7]=[CH:8][N:1]=[C:2]([S:3][CH2:10][C:11]#[C:12][CH2:13][N:14]2[C:18](=[O:19])[C:17]3=[CH:20][CH:21]=[CH:22][CH:23]=[C:16]3[C:15]2=[O:24])[N:4]=1. Reported procedure: A mixture of thiocytosine (0.5 g.), N-(4-chlorobut-2-ynyl)phthalimide (1.03 g.), DMF (5 ml.) and 1,5-diazabicyclo[5,4,0 undec-5-ene (0.67 g.) was stirred for 2 hours. The solution was treated with water (20 ml.) and EtOAc (10 ml.) and the insoluble solid collected to give 4-amino-2-(4-phthalimidobut-2- ynylthio)pyrimidine (1.2 g.) m.p. 197°-202° (decomp.). Reactants: CN(C)C=O, Cn1c(=O)n(CCCI)c2ccccc21, [Na+], [Na+], O=C([O-])[O-], O=C1NCN(c2ccccc2)C12CCNCC2. The product is Cn1c(=O)n(CCCN2CCC3(CC2)C(=O)NCN3c2ccccc2)c2ccccc21. RXN SMILES: [CH3:39][N:40]([CH3:41])[CH:42]=[O:43].[I:1][CH2:2][CH2:3][CH2:4][n:5]1[c:6](=[O:15])[n:7]([CH3:14])[c:8]2[c:9]1[cH:10][cH:11][cH:12][cH:13]2.[Na+:33].[Na+:34].[O-:35][C:36](=[O:37])[O-:38].[c:16]1([N:22]2[CH2:23][NH:24][C:25](=[O:32])[C:26]23[CH2:27][CH2:28][NH:29][CH2:30][CH2:31]3)[cH:17][cH:18][cH:19][cH:20][cH:21]1>>[CH2:2]([CH2:3][CH2:4][n:5]1[c:6](=[O:15])[n:7]([CH3:14])[c:8]2[c:9]1[cH:10][cH:11][cH:12][cH:13]2)[N:29]1[CH2:28][CH2:27][C:26]2([N:22]([c:16]3[cH:17][cH:18][cH:19][cH:20][cH:21]3)[CH2:23][NH:24][C:25]2=[O:32])[CH2:31][CH2:30]1. Reactants: [BH4-], O=Cc1c(F)ccc(Br)c1F, CO, [Na+]. The product is OCc1c(F)ccc(Br)c1F. Reaction SMILES: [BH4-:12].[Br:1][c:2]1[c:3]([F:11])[c:4]([CH:5]=[O:6])[c:7]([F:10])[cH:8][cH:9]1.[CH3:14][OH:15].[Na+:13]>>[Br:1][c:2]1[c:3]([F:11])[c:4]([CH2:5][OH:6])[c:7]([F:10])[cH:8][cH:9]1.